From a dataset of the Open Reaction Database (ORD), a public repository of structured organic reaction records. describe an organic reaction: reactants, conditions, products, and yield The reactants are O=C([O-])[O-], CCOC(C)=O, ClCCN1CCCC1, Cl, [Cs+], [Cs+], O=[N+]([O-])c1ccc(O)c(F)c1, CN(C)C=O, O. Yields the product O=[N+]([O-])c1ccc(OCCN2CCCC2)c(F)c1. RXN SMILES: [C:21](=[O:22])([O-:23])[O-:24].[CH3:32][CH2:33][O:34][C:35]([CH3:36])=[O:37].[Cl:2][CH2:3][CH2:4][N:5]1[CH2:6][CH2:7][CH2:8][CH2:9]1.[ClH:1].[Cs+:25].[Cs+:26].[F:10][c:11]1[c:12]([OH:20])[cH:13][cH:14][c:15]([N+:17](=[O:18])[O-:19])[cH:16]1.[O:27]=[CH:28][N:29]([CH3:30])[CH3:31].[OH2:38]>>[CH2:3]([CH2:4][N:5]1[CH2:6][CH2:7][CH2:8][CH2:9]1)[O:20][c:12]1[c:11]([F:10])[cH:16][c:15]([N+:17](=[O:18])[O-:19])[cH:14][cH:13]1. Starting materials: C(N)(=O)C1=NN(C(C=C1OC1CCN(CC1)C(=O)OC(C)(C)C)=O)C1=CC(=C(C=C1)C#N)F (tert-Butyl 4-(3-carbamoyl-1-(4-cyano-3-fluorophenyl)-6-oxo-1,6-dihydropyridazin-4-yloxy)piperidine-1-carboxylate), Cl (HCl), O1CCOCC1 (dioxane), CCOCC (Et2O). Solvent: C(Cl)Cl (DCM). Reaction conditions: time 8 hour. The product is Cl.C(#N)C1=C(C=C(C=C1)N1N=C(C(=CC1=O)OC1CCNCC1)C#N)F (1-(4-cyano-3-fluorophenyl)-6-oxo-4-(piperidin-4-yloxy)-1,6-dihydropyridazine-3-carbonitrile HCl salt). The yield is 100.0%. As a reaction SMILES: [C:1]([C:4]1[C:9]([O:10][CH:11]2[CH2:16][CH2:15][N:14](C(OC(C)(C)C)=O)[CH2:13][CH2:12]2)=[CH:8][C:7](=[O:24])[N:6]([C:25]2[CH:30]=[CH:29][C:28]([C:31]#[N:32])=[C:27]([F:33])[CH:26]=2)[N:5]=1)(=O)[NH2:2].[ClH:34].O1CCOCC1.CCOCC>C(Cl)Cl>[ClH:34].[C:31]([C:28]1[CH:29]=[CH:30][C:25]([N:6]2[C:7](=[O:24])[CH:8]=[C:9]([O:10][CH:11]3[CH2:12][CH2:13][NH:14][CH2:15][CH2:16]3)[C:4]([C:1]#[N:2])=[N:5]2)=[CH:26][C:27]=1[F:33])#[N:32] |f:5.6|. Procedure details: To a stirring solution of tert-butyl 4-(3-cyano-1-(4-cyano-3-fluorophenyl)-6-oxo-1,6-dihydropyridazin-4-yloxy)piperidine-1-carboxylate (example 34) (22 mg, 0.050 mmol) in DCM (3 mL) at room temperature under argon was added 4 M HCl in dioxane (0.375 mL, 1.5 mmol). The reaction mixture was stirred at room temperature overnight. Et2O (10 mL) was added to the reaction mixture. The solid product was collected by filtration and further washed with ether (2 mL×2). After drying under vacuum for 2 hours... The reactants are ClC1=C(C(=O)OC)C=C(C=N1)Cl (methyl 2,5-dichloronicotinate), C(CCC)[Sn](C=C)(CCCC)CCCC (tributyl(vinyl)stannane). The reagents and catalysts are C(C)(C)(C)C1=C(C(=CC(=C1)C)C(C)(C)C)O (2,6-Ditert-butyl-4-methylphenol), Cl[Pd]([P](C1=CC=CC=C1)(C2=CC=CC=C2)C3=CC=CC=C3)([P](C4=CC=CC=C4)(C5=CC=CC=C5)C6=CC=CC=C6)Cl (dichlorobis(triphenylphosphine)palladium(II)). Solvent: CN(C=O)C (N,N-dimethylformamide). Run at temperature 80 celsius. The product is ClC=1C=NC(=C(C(=O)OC)C1)C=C (Methyl 5-chloro-2-vinylnicotinate). Isolated yield 99.1%. RXN SMILES: Cl[C:2]1[N:11]=[CH:10][C:9]([Cl:12])=[CH:8][C:3]=1[C:4]([O:6][CH3:7])=[O:5].[CH2:13]([Sn](CCCC)(CCCC)C=C)[CH2:14]CC>Cl[Pd](Cl)([P](C1C=CC=CC=1)(C1C=CC=CC=1)C1C=CC=CC=1)[P](C1C=CC=CC=1)(C1C=CC=CC=1)C1C=CC=CC=1.C(C1C=C(C)C=C(C(C)(C)C)C=1O)(C)(C)C.CN(C)C=O>[Cl:12][C:9]1[CH:10]=[N:11][C:2]([CH:13]=[CH2:14])=[C:3]([CH:8]=1)[C:4]([O:6][CH3:7])=[O:5] |^1:30,49|. Procedure details: A sealable vial was charged with methyl 2,5-dichloronicotinate (100 mg, 0.49 mmol, Bionet Research), tributyl(vinyl)stannane (156 μl, 0.53 mmol) and N,N-dimethylformamide (1 mL) at RT under nitrogen atmosphere. 2,6-Ditert-butyl-4-methylphenol (Aldrich, 5 mg) was added, followed by dichlorobis(triphenylphosphine)palladium(II) (Strem, 68 mg, 0.10 mmol) and the reaction mixture was heated to 80° C. for 1 hour. The reaction mixture was cooled to RT and partitioned between EtOAc (50 mL) and water (50... The reactants are methyl lithium diethyl ether, BrCC1CCC(CC1)C=C(Br)Br (1-bromomethyl-4-(2,2-dibromovinyl)cyclohexane), Cl (hydrochloric acid). Solvent: O1CCCC1 (tetrahydrofuran). Reaction conditions: temperature -78 celsius, time 2 hour. Product: BrCC1CCC(CC1)C#C (1-bromomethyl-4-ethynylcyclohexane). Isolated yield 100.5%. RXN SMILES: [Br:1][CH2:2][CH:3]1[CH2:8][CH2:7][CH:6]([CH:9]=[C:10](Br)Br)[CH2:5][CH2:4]1.Cl>O1CCCC1>[Br:1][CH2:2][CH:3]1[CH2:8][CH2:7][CH:6]([C:9]#[CH:10])[CH2:5][CH2:4]1. Reported procedure: A solution of 8.36 g of 1-bromomethyl-4-(2,2-dibromovinyl)cyclohexane (trans/cis=about 3/1) in 20 mL of tetrahydrofuran was cooled to −78° C. under a nitrogen atmosphere. To the solution was added dropwise 24.3 mL of a 2.1 M methyl lithium diethyl ether solution over 30 minutes, followed by stirring for 2 hours while maintaining a temperature of −78° C. The reaction mixture was cooled in an ice bath, and 30 mL of a 1 N aqueous hydrochloric acid solution was added thereto. The reaction mixture wa... Product: Cc1c(Cl)nnc(Cl)c1C(F)(F)F. As a reaction SMILES: [CH3:13][C:14](=[O:15])[OH:16].[Cl:1][c:2]1[n:3][n:4][c:5]([Cl:12])[cH:6][c:7]1[C:8]([F:9])([F:10])[F:11].[NH4+:27].[NH4+:28].[NH4+:29].[OH-:30].[OH2:31].[S:17]([O:18][O:19][S:20]([O-:21])(=[O:22])=[O:23])([O-:24])(=[O:25])=[O:26]>>[Cl:1][c:2]1[n:3][n:4][c:5]([Cl:12])[c:6]([CH3:13])[c:7]1[C:8]([F:9])([F:10])[F:11]. Reactants: CC(=O)O, FC(F)(F)c1cc(Cl)nnc1Cl, [NH4+], [NH4+], [NH4+], [OH-], O, O=S(=O)([O-])OOS(=O)(=O)[O-]. Reactants: C1(CCCCC1)CC(=O)O (cyclohexylacetic acid), C(CCC)C1=C(N)C=CC=C1 (2-butylaniline), N (NH3). Yields the product C(CCC)C1=C(C=CC=C1)NCCC1CCCCC1 (N-(2-Butylphenyl)-N-(2-cyclohexylethyl)amine). As a reaction SMILES: [CH:1]1([CH2:7][C:8](O)=O)[CH2:6][CH2:5][CH2:4][CH2:3][CH2:2]1.[CH2:11]([C:15]1[CH:21]=[CH:20][CH:19]=[CH:18][C:16]=1[NH2:17])[CH2:12][CH2:13][CH3:14].N>>[CH2:11]([C:15]1[CH:21]=[CH:20][CH:19]=[CH:18][C:16]=1[NH:17][CH2:8][CH2:7][CH:1]1[CH2:6][CH2:5][CH2:4][CH2:3][CH2:2]1)[CH2:12][CH2:13][CH3:14]. Reported procedure: The desired anine was prepared using the method described in Example 1171A starting with cyclohexylacetic acid and 2-butylaniline. m/e (DCI/NH3) 260 (MH+) The reactants are C(C)OC(CC(CCC1=CC=C(C=C1)[N+](=O)[O-])=O)=O (5-(4-nitro-phenyl)-3-oxo-pentanoic acid ethyl ester), Cl (HCl), [H-].[Na+] (NaH), [N+](=O)([O-])C1=CC=C(CBr)C=C1 (4-Nitrobenzyl bromide). The solvent is C1CCOC1 (THF). Conditions: time 45 minute. Yields the product C(C)OC(C(C(CCC1=CC=C(C=C1)[N+](=O)[O-])=O)CC1=CC=C(C=C1)[N+](=O)[O-])=O (2-(4-Nitro-benzyl)-5-(4-nitro-phenyl)-3-oxo-pentanoic acid ethyl ester). As a reaction SMILES: [CH2:1]([O:3][C:4](=[O:19])[CH2:5][C:6](=[O:18])[CH2:7][CH2:8][C:9]1[CH:14]=[CH:13][C:12]([N+:15]([O-:17])=[O:16])=[CH:11][CH:10]=1)[CH3:2].[H-].[Na+].[N+:22]([C:25]1[CH:32]=[CH:31][C:28]([CH2:29]Br)=[CH:27][CH:26]=1)([O-:24])=[O:23].Cl>C1COCC1>[CH2:1]([O:3][C:4](=[O:19])[CH:5]([CH2:29][C:28]1[CH:31]=[CH:32][C:25]([N+:22]([O-:24])=[O:23])=[CH:26][CH:27]=1)[C:6](=[O:18])[CH2:7][CH2:8][C:9]1[CH:10]=[CH:11][C:12]([N+:15]([O-:17])=[O:16])=[CH:13][CH:14]=1)[CH3:2] |f:1.2|. Reported procedure: To a solution of 5-(4-nitro-phenyl)-3-oxo-pentanoic acid ethyl ester prepared in Example FF (14.2 g, 54 mmol) in dry THF (150 mL) was added NaH (2.43 g of a 60% dispersion in oil, 57.5 mmol), and the mixture was stirred at room temperature for 45 minutes. 4-Nitrobenzyl bromide (13.9 g, 64.3 mmol) was added all at once, and the resulting suspension was stirred overnight at room temperature. Dilute HCl (2N, 100 mL) was added. The solution was extracted with EtOAc; the extracts were combined, washe... Reactants: Clc1cccc(Br)c1Cl, CC(C)(C)OC(=O)N1CCC(=O)C1, [Li]CCCC, C1CCOC1. Product: CC(C)(C)OC(=O)N1CCC(O)(c2cccc(Cl)c2Cl)C1. As a reaction SMILES: [Br:1][c:2]1[c:3]([Cl:9])[c:4]([Cl:8])[cH:5][cH:6][cH:7]1.[C:15](=[O:16])([O:17][C:18]([CH3:19])([CH3:20])[CH3:21])[N:22]1[CH2:23][C:24](=[O:27])[CH2:25][CH2:26]1.[CH2:10]([Li:11])[CH2:12][CH2:13][CH3:14].[O:28]1[CH2:29][CH2:30][CH2:31][CH2:32]1>>[c:2]1([C:24]2([OH:27])[CH2:23][N:22]([C:15](=[O:16])[O:17][C:18]([CH3:19])([CH3:20])[CH3:21])[CH2:26][CH2:25]2)[c:3]([Cl:9])[c:4]([Cl:8])[cH:5][cH:6][cH:7]1. Starting materials: COc1ccccc1CCO (substrate), Cc1ccc([Mg]Br)cc1 (effective_coupling_partner). Reagents/catalysts: PCy3. Reaction conditions: temperature 80 celsius, time 15 hour. Yields the product Cc2ccc(c1ccccc1CCO)cc2. The reactants are C(CCCCCCC)[Si](N(C)C)(C)C (octyldimethyl(dimethylamino)silane), FC(C(=O)OC(C(F)(F)F)=O)(F)F (trifluoroacetic anhydride), FC(C(=O)OC(C(F)(F)F)=O)(F)F (trifluoroacetic anhydride). Product: FC(C(=O)O[Si](C)(C)CCCCCCCC)(F)F (octyldimethylsilyl trifluoroacetate). As a reaction SMILES: [CH2:1]([Si:9]([CH3:14])([CH3:13])N(C)C)[CH2:2][CH2:3][CH2:4][CH2:5][CH2:6][CH2:7][CH3:8].[F:15][C:16]([F:27])([F:26])[C:17]([O:19]C(=O)C(F)(F)F)=[O:18]>>[F:15][C:16]([F:27])([F:26])[C:17]([O:19][Si:9]([CH2:1][CH2:2][CH2:3][CH2:4][CH2:5][CH2:6][CH2:7][CH3:8])([CH3:14])[CH3:13])=[O:18]. Procedure: Additionally, for example when mixing octyldimethyl(dimethylamino)silane as the silicon compound B and trifluoroacetic anhydride as the acid B, the trifluoroacetic anhydride is rapidly reacted to form octyldimethylsilyl trifluoroacetate as the acid A.